From a dataset of the Open Reaction Database (ORD), a public repository of structured organic reaction records. describe an organic reaction: reactants, conditions, products, and yield Reactants: ClC=1C=C(C=C(C1)F)OS(=O)(=O)C1=CC=C(C=C1)C (toluene-4-sulfonic acid 3-chloro-5-fluoro-phenyl ester), C(#C)C1=CC=CC=C1 (ethynyl-benzene). The solvent is CCCCCCC (heptane). The product is ClC1=CC(=CC(=C1)C#CC1=CC=CC=C1)F (1-Chloro-3-fluoro-5-phenylethynyl-benzene). Reaction SMILES: [Cl:1][C:2]1[CH:3]=[C:4](OS(C2C=CC(C)=CC=2)(=O)=O)[CH:5]=[C:6]([F:8])[CH:7]=1.[C:20]([C:22]1[CH:27]=[CH:26][CH:25]=[CH:24][CH:23]=1)#[CH:21]>CCCCCCC>[Cl:1][C:2]1[CH:3]=[C:4]([C:21]#[C:20][C:22]2[CH:27]=[CH:26][CH:25]=[CH:24][CH:23]=2)[CH:5]=[C:6]([F:8])[CH:7]=1. Procedure details: This product was prepared from toluene-4-sulfonic acid 3-chloro-5-fluoro-phenyl ester and ethynyl-benzene following the general procedure for the Sonogashira cross-coupling process described above. Chromatography eluent: heptane; yield (110 mg, 98%); 1H NMR δ (CDCl3): 7.51 (m, 2H), 7.36 (m, 3H), 7.03 (d, J=7.05 Hz, 2H), 6.79 (t, J=8.35 Hz, 1H); LCMS m/z: 230. Starting materials: CCCCC(OC(=O)C1=C(F)c2ccc(OCc3ccccc3)cc2CC1)C(F)(F)F, CO, ClC(Cl)Cl, C[Si](C)(C)I. Product: CCCCC(OC(=O)C1=C(F)c2ccc(O)cc2CC1)C(F)(F)F. As a reaction SMILES: [CH2:5]([c:6]1[cH:7][cH:8][cH:9][cH:10][cH:11]1)[O:12][c:13]1[cH:14][c:15]2[c:20]([cH:21][cH:22]1)[C:19]([F:23])=[C:18]([C:24](=[O:25])[O:26][CH:27]([CH2:28][CH2:29][CH2:30][CH3:31])[C:32]([F:33])([F:34])[F:35])[CH2:17][CH2:16]2.[CH3:41][OH:42].[CH:1]([Cl:2])([Cl:3])[Cl:4].[I:36][Si:37]([CH3:38])([CH3:39])[CH3:40]>>[OH:12][c:13]1[cH:14][c:15]2[c:20]([cH:21][cH:22]1)[C:19]([F:23])=[C:18]([C:24](=[O:25])[O:26][CH:27]([CH2:28][CH2:29][CH2:30][CH3:31])[C:32]([F:33])([F:34])[F:35])[CH2:17][CH2:16]2. Solvent: CN(C)C=O (DMF). Reaction SMILES: C([O:5][C:6](=[O:21])[CH2:7][CH2:8][C@H:9]([NH:13]C(OC(C)(C)C)=O)[C:10](O)=[O:11])(C)(C)C.CCN=C=NCCCN(C)C.[ClH:33].[CH2:34]([N:38]1[CH:42]=[C:41]([NH:43][C:44]([NH:46][C:47]2[CH:52]=[CH:51][C:50]([O:53][C:54]([F:57])([F:56])[F:55])=[CH:49][CH:48]=2)=[O:45])[N:40]=[C:39]1[C:58]([NH:60][CH2:61][CH2:62][OH:63])=[O:59])[CH2:35][CH2:36][CH3:37]>CN(C=O)C.CN(C1C=CN=CC=1)C>[ClH:33].[NH2:13][C@H:9]([C:10]([O:63][CH2:62][CH2:61][NH:60][C:58]([C:39]1[N:38]([CH2:34][CH2:35][CH2:36][CH3:37])[CH:42]=[C:41]([NH:43][C:44]([NH:46][C:47]2[CH:48]=[CH:49][C:50]([O:53][C:54]([F:55])([F:56])[F:57])=[CH:51][CH:52]=2)=[O:45])[N:40]=1)=[O:59])=[O:11])[CH2:8][CH2:7][C:6]([OH:21])=[O:5] |f:6.7|. Product: Cl.N[C@@H](CCC(=O)O)C(=O)OCCNC(=O)C=1N(C=C(N1)NC(=O)NC1=CC=C(C=C1)OC(F)(F)F)CCCC ((4S)-4-Amino-5-{2-[({1-butyl-4-[({[4-(trifluoromethoxy)phenyl]amino}carbonyl)amino]-1H-imidazol-2-yl}carbonyl)amino]ethoxy}-5-oxopentanoic Acid Hydrochloride). Procedure details: 91 mg (0.30 mmol) of (2S)-5-tert-butoxy-2-[(tert-butoxycarbonyl)amino]-5-oxopentanoic acid are dissolved in 5 ml of DMF and, after addition of 58 mg (0.3 mmol) of EDCI×HCl and 37 mg (0.30 mmol) of DMAP, stirred at room temperature for 10 minutes. Then 70 mg (0.15 mmol) of 1-butyl-N-(2-hydroxyethyl)-4-[({[4-(trifluoromethoxy)phenyl]amino}-carbonyl)amino]-1H-imidazole-2-carboxamide (Example 81) are added, and the mixture is stirred at room temperature overnight. The reaction mixture is purified by... Conditions: time 10 minute. The reagents and catalysts are CN(C)C=1C=CN=CC1 (DMAP). Starting materials: C(CCC)N1C(=NC(=C1)NC(=O)NC1=CC=C(C=C1)OC(F)(F)F)C(=O)NCCO (1-butyl-N-(2-hydroxyethyl)-4-[({[4-(trifluoromethoxy)phenyl]amino}-carbonyl)amino]-1H-imidazole-2-carboxamide), C(C)(C)(C)OC(CC[C@@H](C(=O)O)NC(=O)OC(C)(C)C)=O ((2S)-5-tert-butoxy-2-[(tert-butoxycarbonyl)amino]-5-oxopentanoic acid), CCN=C=NCCCN(C)C (EDCI), Cl (HCl). Reactants: CCc1ccccc1, CCCCCCC, CC(C)[N-]C(C)C, FC(F)(F)c1ncn(-c2ncccc2Cl)n1, [Li+], C1CCOC1, O=C=O, C1CCOC1. Product: O=C(O)c1nc(C(F)(F)F)nn1-c1ncccc1Cl. As a reaction SMILES: [CH2:33]([c:34]1[cH:35][cH:36][cH:37][cH:38][cH:39]1)[CH3:40].[CH3:46][CH2:47][CH2:48][CH2:49][CH2:50][CH2:51][CH3:52].[CH:22]([N-:23][CH:24]([CH3:25])[CH3:26])([CH3:27])[CH3:28].[Cl:1][c:2]1[c:3](-[n:8]2[n:9][c:10]([C:13]([F:14])([F:15])[F:16])[n:11][cH:12]2)[n:4][cH:5][cH:6][cH:7]1.[Li+:29].[O:17]1[CH2:18][CH2:19][CH2:20][CH2:21]1.[O:30]=[C:31]=[O:32].[O:41]1[CH2:42][CH2:43][CH2:44][CH2:45]1>>[Cl:1][c:2]1[c:3](-[n:8]2[n:9][c:10]([C:13]([F:14])([F:15])[F:16])[n:11][c:12]2[C:31](=[O:30])[OH:32])[n:4][cH:5][cH:6][cH:7]1.